Dataset: the Open Reaction Database (ORD), a public repository of structured organic reaction records. Task: describe an organic reaction: reactants, conditions, products, and yield Product: NC(=O)c1ccc([N+](=O)[O-])cc1. RXN SMILES: [Cl:21][c:22]1[cH:23][cH:24][cH:25][cH:26][c:27]1[CH3:28].[NH2:13][C:14](=[O:15])[NH2:16].[OH:1][C:2](=[O:3])[c:4]1[cH:5][cH:6][c:7]([N+:10]([O-:11])=[O:12])[cH:8][cH:9]1.[P:17]([OH:18])([OH:19])[OH:20]>>[O:1]=[C:2]([c:4]1[cH:5][cH:6][c:7]([N+:10]([O-:11])=[O:12])[cH:8][cH:9]1)[NH2:13]. Starting materials: Cc1ccccc1Cl, NC(N)=O, O=C(O)c1ccc([N+](=O)[O-])cc1, OP(O)O. Reactants: COC(=O)C=1SC(=CC1N(C(=O)[C@@H]1CC[C@H](CC1)C)[C@@H]1CC[C@H](CC1)O)C#CC(C)(C)C (5-(3,3-dimethyl-but-1-ynyl)-3-[(trans-4-hydroxy-cyclohexyl)-(trans-4-methyl-cyclohexanecarbonyl)-amino]-thiophene-2-carboxylic acid methyl ester), IC (iodomethane), [H-].[Na+] (NaH). Solvent: CN(C)C=O (DMF). Reaction conditions: temperature 0 celsius, time 40 minute. Yields the product COC(=O)C=1SC(=CC1N(C(=O)[C@@H]1CC[C@H](CC1)C)[C@@H]1CC[C@H](CC1)OC)C#CC(C)(C)C (5-(3,3-dimethyl-but-1-ynyl)-3-[(trans-4-methoxy-cyclohexyl)-(trans-4-methyl-cyclohexanecarbonyl)-amino]-thiophene-2-carboxylic acid methyl ester). Yield: 31.5%. Reaction SMILES: [CH3:1][O:2][C:3]([C:5]1[S:6][C:7]([C:27]#[C:28][C:29]([CH3:32])([CH3:31])[CH3:30])=[CH:8][C:9]=1[N:10]([C@H:20]1[CH2:25][CH2:24][C@H:23]([OH:26])[CH2:22][CH2:21]1)[C:11]([C@H:13]1[CH2:18][CH2:17][C@H:16]([CH3:19])[CH2:15][CH2:14]1)=[O:12])=[O:4].I[CH3:34].[H-].[Na+]>CN(C=O)C>[CH3:1][O:2][C:3]([C:5]1[S:6][C:7]([C:27]#[C:28][C:29]([CH3:31])([CH3:30])[CH3:32])=[CH:8][C:9]=1[N:10]([C@H:20]1[CH2:21][CH2:22][C@H:23]([O:26][CH3:34])[CH2:24][CH2:25]1)[C:11]([C@H:13]1[CH2:18][CH2:17][C@H:16]([CH3:19])[CH2:15][CH2:14]1)=[O:12])=[O:4] |f:2.3|. Procedure: To a solution of 5-(3,3-dimethyl-but-1-ynyl)-3-[(trans-4-hydroxy-cyclohexyl)-(trans-4-methyl-cyclohexanecarbonyl)-amino]-thiophene-2-carboxylic acid methyl ester (0.200 g, 0.435 mmol) in dry DMF (2.0 mL) is added iodomethane (0.136 mL, 2.18 mmol), the mixture is cooled to 0° C., and NaH (60% suspension in oil, 35 mg, 0.87 mmol) is added in portions over 5 min. The mixture is stirred at 0° C. for 1 h 40 min, and it is quenched by addition of water and acidified with 2N HCl. The mixture is diluted... Reactants: ClC(C(=O)OCC)C(=O)C (ethyl α-chloroacetoacetate), C(CS)(=O)OC (methyl thioglycolate), [Na] (sodium). The solvent is C(C)(C)O (isopropanol). Product: OC1=C(SC(=C1Cl)C)C(=O)OC (Methyl 3-hydroxy-4-chloro-5-methyl-2-thiophenecarboxylate). As a reaction SMILES: [Cl:1][CH:2]([C:8]([CH3:10])=O)[C:3](OCC)=[O:4].[C:11]([O:15][CH3:16])(=[O:14])[CH2:12][SH:13].[Na]>C(O)(C)C>[OH:4][C:3]1[C:2]([Cl:1])=[C:8]([CH3:10])[S:13][C:12]=1[C:11]([O:15][CH3:16])=[O:14] |^1:16|. Reported procedure: Prepared by the method described in Example 1 from ethyl α-chloroacetoacetate (59 g, 0.35 moles), methyl thioglycolate (102 g, 0.70 moles) and sodium (19.7 g, 0.86 moles). The product is obtained from the crystalline precipitate by fractional recrystallization from isopropanol to give 2.8 g; mp 105°-107° C. The reactants are C(C)(C)(C)C=1C=C(C[C@@H]2N(CC[C@H](C2)C2=CC(NO2)=O)C(=O)OC)C=C(C1)C(C)(C)C (Trans-Methyl 2-(3,5-di-tert-butylbenzyl)-4-(3-oxo-2,3-dihydroisoxazol-5-yl)piperidine-1-carboxylate), Br (hydrogen bromide). Reaction conditions: time 8 hour. The product is C(C)(C)(C)C=1C=C(C[C@@H]2NCC[C@H](C2)C2=CC(NO2)=O)C=C(C1)C(C)(C)C (5-(trans-2-(3,5-di-tert-butylbenzyl)piperidin-4-yl)isoxazol-3(2H)-one). Yield: 51.7%. As a reaction SMILES: [C:1]([C:5]1[CH:6]=[C:7]([CH:25]=[C:26]([C:28]([CH3:31])([CH3:30])[CH3:29])[CH:27]=1)[CH2:8][C@H:9]1[CH2:14][C@H:13]([C:15]2[O:19][NH:18][C:17](=[O:20])[CH:16]=2)[CH2:12][CH2:11][N:10]1C(OC)=O)([CH3:4])([CH3:3])[CH3:2].Br>>[C:28]([C:26]1[CH:25]=[C:7]([CH:6]=[C:5]([C:1]([CH3:4])([CH3:3])[CH3:2])[CH:27]=1)[CH2:8][C@H:9]1[CH2:14][C@H:13]([C:15]2[O:19][NH:18][C:17](=[O:20])[CH:16]=2)[CH2:12][CH2:11][NH:10]1)([CH3:30])([CH3:31])[CH3:29]. Procedure details: Trans-Methyl 2-(3,5-di-tert-butylbenzyl)-4-(3-oxo-2,3-dihydroisoxazol-5-yl)piperidine-1-carboxylate (155 mg, 0.36 mmol) was dissolved in hydrogen bromide (33% in acetic acid, 3 mL, 17.13 mmol) and the mixture stirred at room temperature overnight. The solvent was evaporated and the residue purified by preparative HPLC (Instrument: FractionLynx III, Mobilphase: gradient 5-95% MeCN in 0.2% NH3, pH 10, Column: Xbridge Prep C18 5 μm OBD 19*150 mm) to yield 5-(trans-2-(3,5-di-tert-butylbenzyl)piperid... Reactants: CCOC(=O)Cc1csc(NC(=O)Nc2ccc(C)cc2C(=O)C2CCCC2)n1, CC#N, O=C1CCC(=O)N1Cl, ClCCl. Yields the product CCOC(=O)Cc1nc(NC(=O)Nc2ccc(C)cc2C(=O)C2CCCC2)sc1Cl. Reaction SMILES: [CH2:1]([CH3:2])[O:3][C:4]([CH2:5][c:6]1[n:7][c:8]([NH:11][C:12](=[O:13])[NH:14][c:15]2[c:16]([C:22](=[O:23])[CH:24]3[CH2:25][CH2:26][CH2:27][CH2:28]3)[cH:17][c:18]([CH3:21])[cH:19][cH:20]2)[s:9][cH:10]1)=[O:29].[CH3:38][C:39]#[N:40].[Cl:30][N:31]1[C:32](=[O:33])[CH2:34][CH2:35][C:36]1=[O:37].[Cl:41][CH2:42][Cl:43]>>[CH2:1]([CH3:2])[O:3][C:4]([CH2:5][c:6]1[n:7][c:8]([NH:11][C:12](=[O:13])[NH:14][c:15]2[c:16]([C:22](=[O:23])[CH:24]3[CH2:25][CH2:26][CH2:27][CH2:28]3)[cH:17][c:18]([CH3:21])[cH:19][cH:20]2)[s:9][c:10]1[Cl:30])=[O:29]. The solvent is CN(C)C=O (DMF). Reaction conditions: time 15 hour. Starting materials: COC(=O)C1(CCCC1)CCCCBr (1-(4-bromobutyl)cyclopentane carboxylic acid methyl ester), C[S-].[Na+] (sodium thiomethoxide), O (water), C[S-].[Na+] (sodium thiomethoxide). As a reaction SMILES: [CH3:1][O:2][C:3]([C:5]1([CH2:10][CH2:11][CH2:12][CH2:13]Br)[CH2:9][CH2:8][CH2:7][CH2:6]1)=[O:4].[CH3:15][S-:16].[Na+].O>CN(C=O)C>[CH3:1][O:2][C:3]([C:5]1([CH2:10][CH2:11][CH2:12][CH2:13][S:16][CH3:15])[CH2:9][CH2:8][CH2:7][CH2:6]1)=[O:4] |f:1.2|. Isolated yield 50.6%. Procedure: To a solution of 1-(4-bromobutyl)cyclopentane carboxylic acid methyl ester (38 mmol, 10 g) in DMF (100 mL) was added sodium thiomethoxide (72.6 mmol, 5.09 g). After addition of sodium thiomethoxide, the reaction was exothermic and the mixture became a light brown cloudy solution. The mixture was stirred for 15 h at room temperature and was poured into water (200 mL). The organic compound was extracted with ether (2×150 mL). The combined extracts were washed with brine (150 mL) and dried over anh... Product: COC(=O)C1(CCCC1)CCCCSC (1-[4-(Methylthio)Butyl]Cyclopentane Carboxylic Acid Methyl Ester). The reactants are COC(=O)C1Cc2cc3c(cc2C(=O)CS1)OCO3, CO, [K+], [OH-], O. Product: O=C1CSC(C(=O)O)Cc2cc3c(cc21)OCO3. RXN SMILES: [CH2:1]1[O:2][c:3]2[cH:4][c:5]3[c:6]([cH:17][c:18]2[O:19]1)[CH2:7][CH:8]([C:13](=[O:14])[O:15][CH3:16])[S:9][CH2:10][C:11]3=[O:12].[CH3:23][OH:24].[K+:21].[OH-:20].[OH2:22]>>[CH2:1]1[O:2][c:3]2[cH:4][c:5]3[c:6]([cH:17][c:18]2[O:19]1)[CH2:7][CH:8]([C:13](=[O:14])[OH:15])[S:9][CH2:10][C:11]3=[O:12].